This data is from the Open Reaction Database (ORD), a public repository of structured organic reaction records. The task is: describe an organic reaction: reactants, conditions, products, and yield Starting materials: C(#N)CC(=O)[C@H]1N(CCC1)C(=O)OC(C)(C)C (tert-Butyl (2S)-2-(2-cyanoacetyl)pyrrolidine-1-carboxylate), CNN (Methylhydrazine). Run in CCO (EtOH). Conditions: temperature 80 celsius, time 8 hour. Product: NC1=CC(=NN1C)[C@H]1N(CCC1)C(=O)OC(C)(C)C (tert-butyl (2S)-2-(5-amino-1-methyl-pyrazol-3-yl)pyrrolidine-1-carboxylate). Yield: 67.1%. As a reaction SMILES: [C:1]([CH2:3][C:4]([C@@H:6]1[CH2:10][CH2:9][CH2:8][N:7]1[C:11]([O:13][C:14]([CH3:17])([CH3:16])[CH3:15])=[O:12])=O)#[N:2].[CH3:18][NH:19][NH2:20]>CCO>[NH2:2][C:1]1[N:19]([CH3:18])[N:20]=[C:4]([C@@H:6]2[CH2:10][CH2:9][CH2:8][N:7]2[C:11]([O:13][C:14]([CH3:17])([CH3:16])[CH3:15])=[O:12])[CH:3]=1. Procedure details: tert-Butyl (2S)-2-(2-cyanoacetyl)pyrrolidine-1-carboxylate (5.8 g, 24.3 mmol), was dissolved in EtOH (100 mL). Methylhydrazine (1.8 mL, 35 mmol) was added and the resulting mixture was heated, for about 12 h, at about 80° C. After cooling to rt, the mixture was concentrated in vacuo. The residue was taken up in toluene (50 mL) and stirred overnight. The precipitated solid was collected by filtration and washed with toluene (2 mL) and diethyl ether to afford tert-butyl (2S)-2-(5-amino-1-methyl-py... Reactants: N#CC1CC(F)CN1C(=O)CNC12CCC(C(=O)O)(CC1)CC2, CCc1ccc(N)cc1. The product is CCc1ccc(NC(=O)C23CCC(NCC(=O)N4CC(F)CC4C#N)(CC2)CC3)cc1. Reaction SMILES: [C:1](=[O:2])([OH:3])[C:4]12[CH2:5][CH2:6][C:7]([NH:12][CH2:13][C:14](=[O:15])[N:16]3[CH:17]([C:22]#[N:23])[CH2:18][CH:19]([F:21])[CH2:20]3)([CH2:8][CH2:9]1)[CH2:10][CH2:11]2.[CH2:24]([CH3:25])[c:26]1[cH:27][cH:28][c:29]([NH2:30])[cH:31][cH:32]1>>[C:1](=[O:3])([C:4]12[CH2:5][CH2:6][C:7]([NH:12][CH2:13][C:14](=[O:15])[N:16]3[CH:17]([C:22]#[N:23])[CH2:18][CH:19]([F:21])[CH2:20]3)([CH2:8][CH2:9]1)[CH2:10][CH2:11]2)[NH:30][c:29]1[cH:28][cH:27][c:26]([CH2:24][CH3:25])[cH:32][cH:31]1. Starting materials: COC(CC=C)=O (but-3-enoic acid methyl ester), ClC(C(=O)Cl)(Cl)Cl (trichloroacetyl chloride). Reagents/catalysts: [Cu].[Zn] (zinc-copper couple). The solvent is COCCOC (1,2-dimethoxyethane), C(C)OCC (diethyl ether). Reaction conditions: time 3 day. The product is COC(CC1C(C(C1)=O)(Cl)Cl)=O ((2,2-dichloro-3-oxo-cyclobutyl)-acetic acid methyl ester). Yield: 138.8%. Reaction SMILES: [CH3:1][O:2][C:3](=[O:7])[CH2:4][CH:5]=[CH2:6].[Cl:8][C:9]([Cl:14])(Cl)[C:10](Cl)=[O:11]>COCCOC.C(OCC)C.[Cu].[Zn]>[CH3:1][O:2][C:3](=[O:7])[CH2:4][CH:5]1[CH2:6][C:10](=[O:11])[C:9]1([Cl:14])[Cl:8] |f:4.5|. Procedure details: To a mixture of but-3-enoic acid methyl ester (1.00 g, 10 mmol) and zinc-copper couple (1.97 g) in 1,2-dimethoxyethane (4.89 ml) and diethyl ether (37 ml), trichloroacetyl chloride (2.98 ml, 26.7 mmol) is added at room temperature under nitrogen. The mixture is stirred at room temperature for 3 days. The mixture is filtrated and washed with diethyl ether. The filtrate is concentrated under reduced pressure, and the obtained residue is purified by silica gel column chromatography to give (2,2-dic... The reactants are C([C@H](O)[C@@H](O)[C@H](O)CO)O (xylitol), P(O)(O)(O)=O (phosphoric acid), P(O)(O)(O)=O (phosphoric acid), C(CCCCCCCCC)(=O)O (decanoic acid), P(O)(O)(O)=O (Phosphoric acid), [OH-].[Ca+2].[OH-] (calcium hydroxide). Conditions: time 30 minute. Product: C(CCCCCCCCC)(=O)O.C([C@H](O)[C@@H](O)[C@H](O)CO)O (Xylitol decanoate). Reaction SMILES: [CH2:1]([OH:10])[C@@H:2]([C@H:4]([C@@H:6]([CH2:8][OH:9])[OH:7])[OH:5])[OH:3].[C:11]([OH:22])(=[O:21])[CH2:12][CH2:13][CH2:14][CH2:15][CH2:16][CH2:17][CH2:18][CH2:19][CH3:20].P(=O)(O)(O)O.[OH-].[Ca+2].[OH-]>>[C:11]([OH:22])(=[O:21])[CH2:12][CH2:13][CH2:14][CH2:15][CH2:16][CH2:17][CH2:18][CH2:19][CH3:20].[CH2:1]([OH:10])[C@@H:2]([C@H:4]([C@@H:6]([CH2:8][OH:9])[OH:7])[OH:5])[OH:3] |f:3.4.5,6.7|. Procedure: Xylitol decanoate was prepared. 602.5 grams of xylitol were placed in a two liter round bottom flask with a mechanical stirrer and heating mantle and temperature controller attached. 517.08 grams of decanoic acid were added to the flask. Phosphoric acid was used as the catalyst and 44.52 grams of 75% phosphoric acid was added. The reaction proceeded for 13 hours and 30 minutes. At the end of the reaction the phosphoric acid was neutralized with calcium hydroxide and the solution was filtered to ... The reactants are Cl (hydrogen chloride), OCCNC1=NC2=C(N1CC(=O)C1=CC=CC=C1)C=CC=C2 (2-(2-Hydroxyethylamino)-1-phenacylbenzimidazole), C(C)(C)O (isopropanol). Reaction conditions: time 30 minute. Yields the product Cl.OC(CN1C=2N(C3=C1C=CC=C3)CCCN2)C2=CC=C(C=C2)Cl (10-[2-Hydroxy-2-(4-chlorophenyl)ethyl]-2,3,4,10-tetrahydropyrimidino[1,2-a]benzimidazole hydrochloride). RXN SMILES: [ClH:1].O[CH2:3][CH2:4][NH:5][C:6]1[N:10]([CH2:11][C:12]([C:14]2[CH:19]=[CH:18][CH:17]=[CH:16][CH:15]=2)=[O:13])[C:9]2[CH:20]=[CH:21][CH:22]=[CH:23][C:8]=2[N:7]=1.[CH:24](O)(C)C>>[ClH:1].[OH:13][CH:12]([C:14]1[CH:19]=[CH:18][C:17]([Cl:1])=[CH:16][CH:15]=1)[CH2:11][N:10]1[C:9]2[CH:20]=[CH:21][CH:22]=[CH:23][C:8]=2[N:7]2[CH2:24][CH2:3][CH2:4][N:5]=[C:6]12 |f:3.4|. Procedure: Slowly add isopropanolic hydrogen chloride to an isopropanol solution of the base obtained in Step A. Wait for 30 minutes. Suction-filter, and wash with acetone.